This data is from the Open Reaction Database (ORD), a public repository of structured organic reaction records. The task is: describe an organic reaction: reactants, conditions, products, and yield Starting materials: CO[C@]1([C@H](CCCC1)CN(C)C)C1=CC=CC=C1 ((1R,2R)-(2-methoxy-2-phenyl-cyclohexylmethyl)-dimethyl-amine), Cl (HCl). Run in CC(C)(C)OC (MTBE). Run at time 1 hour. The product is Cl.CO[C@]1([C@H](CCCC1)CN(C)C)C1=CC=CC=C1 ((1R,2R)-(2-Methoxy-2-phenyl-cyclohexylmethyl)-dimethyl-amine HCl), Cl (HCl). Yield: 685.7%. RXN SMILES: [CH3:1][O:2][C@:3]1([C:13]2[CH:18]=[CH:17][CH:16]=[CH:15][CH:14]=2)[CH2:8][CH2:7][CH2:6][CH2:5][C@@H:4]1[CH2:9][N:10]([CH3:12])[CH3:11].[ClH:19]>CC(OC)(C)C>[ClH:19].[CH3:1][O:2][C@:3]1([C:13]2[CH:14]=[CH:15][CH:16]=[CH:17][CH:18]=2)[CH2:8][CH2:7][CH2:6][CH2:5][C@@H:4]1[CH2:9][N:10]([CH3:12])[CH3:11].[ClH:19] |f:3.4|. Procedure: The HCl salt was prepared as follows. To a 50 mL RBF under argon was charged with (1R,2R)-(2-methoxy-2-phenyl-cyclohexylmethyl)-dimethyl-amine (0.27 g, 1.09 mmol). To the flask was added 5 mL of dry MTBE. 2N HCl (0.80 mL, 1.60 mmol) was added dropwise at room temperature. After stirring for 1 hour at room temperature, the white precipitate was filtered in vacuo to provide 0.20 g (64%) of HCl salt. 1H NMR (CDCl3) 1.45-1.97 (m, 7H), 2.10 (s, 3H), 2.14 (m, 1H), 2.38 (d, J=11.3 Hz, 1H), 2.54 (s, 3H)... Starting materials: ClC=1C=CC2=C(N(C(N2)=O)C2=CC=CC=C2)C1 (6-chloro-1,3-dihydro-1-phenyl-2H-benzimidazol-2-one), [H-].[Na+] (sodium hydride), BrCCCCl (1-bromo-3-chloropropane). The solvent is CN(C=O)C (N,N-dimethylformamide). Conditions: time 2 hour. Yields the product ClC1=CC2=C(N(C(N2C2=CC=CC=C2)=O)CCCCl)C=C1 (5-chloro-1-(3-chloropropyl)-1,3-dihydro-3-phenyl-2H-benzimidazol-2-one). RXN SMILES: [Cl:1][C:2]1[CH:3]=[CH:4][C:5]2[NH:9][C:8](=[O:10])[N:7]([C:11]3[CH:16]=[CH:15][CH:14]=[CH:13][CH:12]=3)[C:6]=2[CH:17]=1.[H-].[Na+].Br[CH2:21][CH2:22][CH2:23][Cl:24]>CN(C)C=O>[Cl:1][C:2]1[CH:3]=[CH:4][C:5]2[N:9]([CH2:21][CH2:22][CH2:23][Cl:24])[C:8](=[O:10])[N:7]([C:11]3[CH:16]=[CH:15][CH:14]=[CH:13][CH:12]=3)[C:6]=2[CH:17]=1 |f:1.2|. Procedure details: To a stirred solution of 7 parts of 6-chloro-1,3-dihydro-1-phenyl-2H-benzimidazol-2-one in 67.5 parts of N,N-dimethylformamide is added portionwise 1 part of a sodium hydride dispersion 78%. After stirring for 2 hours at room temperature, there are added dropwise (slowly) 4.75 parts of 1-bromo-3-chloropropane. Upon completion, stirring is continued first for two hours at room temperature and further for one hour at 60° C. The reaction mixture is poured onto water and the product is extracted wit... Starting materials: CC(C)(C)OC(=O)NC1(CCc2ccc(CCCCCO)cc2)COC(C)(C)OC1, CS(=O)(=O)Cl, CCN(C(C)C)C(C)C, ClCCl, [I-], [Li+], [N-]=[N+]=[N-], [Na+], O. The product is CC(C)(C)OC(=O)NC1(CCc2ccc(CCCCCN=[N+]=[N-])cc2)COC(C)(C)OC1. As a reaction SMILES: [C:1]([CH3:2])([CH3:3])([CH3:4])[O:5][C:6](=[O:7])[NH:8][C:9]1([CH2:17][CH2:18][c:19]2[cH:20][cH:21][c:22]([CH2:25][CH2:26][CH2:27][CH2:28][CH2:29][OH:30])[cH:23][cH:24]2)[CH2:10][O:11][C:12]([CH3:15])([CH3:16])[O:13][CH2:14]1.[CH3:40][S:41](=[O:42])(=[O:43])[Cl:44].[CH:31]([N:32]([CH2:33][CH3:34])[CH:35]([CH3:36])[CH3:37])([CH3:38])[CH3:39].[Cl:51][CH2:52][Cl:53].[I-:45].[Li+:46].[N-:48]=[N+:49]=[N-:50].[Na+:47].[OH2:54]>>[C:1]([CH3:2])([CH3:3])([CH3:4])[O:5][C:6](=[O:7])[NH:8][C:9]1([CH2:17][CH2:18][c:19]2[cH:20][cH:21][c:22]([CH2:25][CH2:26][CH2:27][CH2:28][CH2:29][N:48]=[N+:49]=[N-:50])[cH:23][cH:24]2)[CH2:10][O:11][C:12]([CH3:15])([CH3:16])[O:13][CH2:14]1. Reactants: [Li]CCCC, [Cl-], O=CC=C(c1ccc(Cl)cc1)C1CC1, C1CCOC1, c1ccc(Oc2cccc(C[P+](c3ccccc3)(c3ccccc3)c3ccccc3)c2)cc1. Yields the product Clc1ccc(C(=CC=Cc2cccc(Oc3ccccc3)c2)C2CC2)cc1. As a reaction SMILES: [CH2:1]([Li:2])[CH2:3][CH2:4][CH3:5].[Cl-:6].[Cl:40][c:41]1[cH:42][cH:43][c:44]([C:47](=[CH:48][CH:49]=[O:50])[CH:51]2[CH2:52][CH2:53]2)[cH:45][cH:46]1.[O:54]1[CH2:55][CH2:56][CH2:57][CH2:58]1.[O:7]([c:8]1[cH:9][cH:10][cH:11][cH:12][cH:13]1)[c:14]1[cH:15][c:16]([CH2:20][P+:21]([c:22]2[cH:23][cH:24][cH:25][cH:26][cH:27]2)([c:28]2[cH:29][cH:30][cH:31][cH:32][cH:33]2)[c:34]2[cH:35][cH:36][cH:37][cH:38][cH:39]2)[cH:17][cH:18][cH:19]1>>[O:7]([c:8]1[cH:9][cH:10][cH:11][cH:12][cH:13]1)[c:14]1[cH:15][c:16]([CH:20]=[CH:49][CH:48]=[C:47]([c:44]2[cH:43][cH:42][c:41]([Cl:40])[cH:46][cH:45]2)[CH:51]2[CH2:52][CH2:53]2)[cH:17][cH:18][cH:19]1. Starting materials: BrC=1C=C2C(CCC(C2=CC1)(C)C)(C)C (6-bromo-1,1,4,4-tetramethyl-1,2,3,4-tetrahydronaphtalene), C1CCOC1 (THF), C(CCC)[Li] (n-butyl lithium). Conditions: temperature -70 celsius. Yields the product CC1(C=2C=CC(=CC2C(CC1)(C)C)C=O)C (5,5,8,8-Tetramethyl-5,6,7,8-tetrahydro-2-naphthalenecarbaldehyde). Isolated yield 100.0%. Reaction SMILES: Br[C:2]1[CH:3]=[C:4]2[C:9](=[CH:10][CH:11]=1)[C:8]([CH3:13])([CH3:12])[CH2:7][CH2:6][C:5]2([CH3:15])[CH3:14].C([Li])CCC.C1C[O:24][CH2:23]C1>>[CH3:12][C:8]1([CH3:13])[CH2:7][CH2:6][C:5]([CH3:15])([CH3:14])[C:4]2[CH:3]=[C:2]([CH:23]=[O:24])[CH:11]=[CH:10][C:9]1=2. Procedure details: A flame dried round bottom flask was charged with 6-bromo-1,1,4,4-tetramethyl-1,2,3,4-tetrahydronaphtalene (10 g, 37 mmol) and anhydrous THF (100 mL). This solution was cooled to −70° C. while stirring under a nitrogen blanket. To this solution was added 2.5 M n-butyl lithium (14.9 mL, 37 mmol). The reaction mixture was allowed to stir for 30 minutes at which time it was quenched via the addition of dimethylformamide (5.0 mL). The reaction was allowed to warm to RT where it stirred for 17 hours.... Starting materials: C1CCOC1, CO, CCOC(C)=O, Cl, [Na+], O=C([O-])O, CNCC(=O)N(c1ccccc1)c1cccc2[nH]ccc12. Yields the product CNCCN(c1ccccc1)c1cccc2[nH]ccc12. RXN SMILES: [CH2:30]1[O:31][CH2:32][CH2:33][CH2:34]1.[CH3:22][OH:23].[CH3:35][CH2:36][O:37][C:38]([CH3:39])=[O:40].[ClH:24].[Na+:29].[O-:25][C:26]([OH:27])=[O:28].[nH:1]1[cH:2][cH:3][c:4]2[c:5]([N:10]([C:11]([CH2:12][NH:13][CH3:14])=[O:15])[c:16]3[cH:17][cH:18][cH:19][cH:20][cH:21]3)[cH:6][cH:7][cH:8][c:9]12>>[nH:1]1[cH:2][cH:3][c:4]2[c:5]([N:10]([CH2:11][CH2:12][NH:13][CH3:14])[c:16]3[cH:17][cH:18][cH:19][cH:20][cH:21]3)[cH:6][cH:7][cH:8][c:9]12. Starting materials: solution, BrCCCCCCOC(C(=O)OCC)(C)C (ethyl 2-(6-bromohexyloxy)-2-methylpropionate), [I-].[Na+] (sodium iodide). Run in CC(=O)C (acetone). Yields the product ICCCCCCOC(C(=O)OCC)(C)C (Ethyl 2-(6-iodohexyloxy)-2-methylpropionate). The yield is 102.6%. Reaction SMILES: Br[CH2:2][CH2:3][CH2:4][CH2:5][CH2:6][CH2:7][O:8][C:9]([CH3:16])([CH3:15])[C:10]([O:12][CH2:13][CH3:14])=[O:11].[I-:17].[Na+]>CC(C)=O>[I:17][CH2:2][CH2:3][CH2:4][CH2:5][CH2:6][CH2:7][O:8][C:9]([CH3:16])([CH3:15])[C:10]([O:12][CH2:13][CH3:14])=[O:11] |f:1.2|. Reported procedure: To 76 ml of a solution of 12.16 g of ethyl 2-(6-bromohexyloxy)-2-methylpropionate in acetone, 18.52 g of sodium iodide was added, and heated to reflux for 18 hours. The reaction solution was cooled, filtered to remove insolubles and washed with acetone. The filtrate was concentrated and, after addition of water, extracted with ethyl acetate. The organic layer was washed with water and brine sequentially, dried over anhydrous magnesium sulfate and concentrated to provide 14.46 g of the objective ...